describe an organic reaction: reactants, conditions, products, and yield From a dataset of the Open Reaction Database (ORD), a public repository of structured organic reaction records. Reactants: CCOCC, CCCCCC, CCOCC, CCOC(=O)N=NC(=O)OCC, C1CCOC1, OCCCl, Oc1cccc2[nH]ccc12, c1ccc(P(c2ccccc2)c2ccccc2)cc1. Yields the product ClCCOc1cccc2[nH]ccc12. Reaction SMILES: [CH3:51][CH2:52][O:53][CH2:54][CH3:55].[CH3:56][CH2:57][CH2:58][CH2:59][CH2:60][CH3:61].[CH3:62][CH2:63][O:64][CH2:65][CH3:66].[O:34]=[C:35]([O:36][CH2:37][CH3:38])[N:39]=[N:40][C:41]([O:42][CH2:43][CH3:44])=[O:45].[O:46]1[CH2:47][CH2:48][CH2:49][CH2:50]1.[OH:11][CH2:12][CH2:13][Cl:14].[OH:1][c:2]1[c:3]2[cH:4][cH:5][nH:6][c:7]2[cH:8][cH:9][cH:10]1.[c:15]1([P:16]([c:17]2[cH:18][cH:19][cH:20][cH:21][cH:22]2)[c:23]2[cH:24][cH:25][cH:26][cH:27][cH:28]2)[cH:29][cH:30][cH:31][cH:32][cH:33]1>>[O:1]([c:2]1[c:3]2[cH:4][cH:5][nH:6][c:7]2[cH:8][cH:9][cH:10]1)[CH2:12][CH2:13][Cl:14]. Reactants: COC=1C=C(C=CC1OC)CCN (2-(3,4-dimethoxy-phenyl)-ethylamine), C(C=C)#N (acrylonitrile). Run in CO (methanol), CO (methanol). Reaction conditions: temperature 50 celsius, time 1 hour. The product is COC=1C=C(C=CC1OC)CCNCCC#N (2-[2-(3,4-Dimethoxy-phenyl)-ethylamino]-1-cyano-ethane). RXN SMILES: [CH3:1][O:2][C:3]1[CH:4]=[C:5]([CH2:11][CH2:12][NH2:13])[CH:6]=[CH:7][C:8]=1[O:9][CH3:10].[C:14](#[N:17])[CH:15]=[CH2:16]>CO>[CH3:1][O:2][C:3]1[CH:4]=[C:5]([CH2:11][CH2:12][NH:13][CH2:16][CH2:15][C:14]#[N:17])[CH:6]=[CH:7][C:8]=1[O:9][CH3:10]. Procedure: 54.5 gm of 2-(3,4-dimethoxy-phenyl)-ethylamine were dissolved in 100 ml of methanol, a solution of 16.2 gm of acrylonitrile in 50 ml of methanol was added dropwise at 50°C, and the mixture was stirred for 1 hour at 50°C. After evaporation of the methanol, the raw reaction oriduct thus obtained was used without further purification in the next step. Starting materials: C(C1=CC=CC=C1)N (benzylamine), ClC1=NC=2CCCCC2C=2N1C=C(N2)C2=C(C=CC=C2)F (5-Chloro-2-(2-fluorophenyl)-7,8,9,10-tetrahydro-imidazo[1,2-c]-quinazoline). Run in O (water). Run at temperature 100 celsius. The product is C(C1=CC=CC=C1)NC1=NC=2CCCCC2C=2N1C=C(N2)C2=C(C=CC=C2)F (5-(N-benzylamino)-2-(2-fluorophenyl)-7,8,9,10-tetrahydro-imidazo[1,2-c]-quinazoline). Reaction SMILES: [CH2:1]([NH2:8])[C:2]1[CH:7]=[CH:6][CH:5]=[CH:4][CH:3]=1.Cl[C:10]1[N:19]2[CH:20]=[C:21]([C:23]3[CH:28]=[CH:27][CH:26]=[CH:25][C:24]=3[F:29])[N:22]=[C:18]2[C:17]2[CH2:16][CH2:15][CH2:14][CH2:13][C:12]=2[N:11]=1>O>[CH2:1]([NH:8][C:10]1[N:19]2[CH:20]=[C:21]([C:23]3[CH:28]=[CH:27][CH:26]=[CH:25][C:24]=3[F:29])[N:22]=[C:18]2[C:17]2[CH2:16][CH2:15][CH2:14][CH2:13][C:12]=2[N:11]=1)[C:2]1[CH:7]=[CH:6][CH:5]=[CH:4][CH:3]=1. Procedure: To 5 mL of benzylamine was added 5-Chloro-2-(2-fluorophenyl)-7,8,9,10-tetrahydro-imidazo[1,2-c]-quinazoline (150 mg) and the resulting mixture heated at 100° C. for 20 min. After 10 mL of water was added to the mixture, it was cooled and the solid that precipitated was collected. The solid was recrystallized from ethanol/water to yield 5-(N-benzylamino)-2-(2-fluorophenyl)-7,8,9,10-tetrahydro-imidazo[1,2-c]-quinazoline (Compound 31), m.p. 144°-145° C. The product is CS(=O)(=O)O.[N+](=O)([O-])C=1C2=C(C=3NC(C(NC3C1)=O)=O)CCN(C2)CC2=CC=C(C=C2)C(F)(F)F (1,4,7,8,9,10-Hexahydro-6-nitro-8-[[4-(trifluoromethyl)phenyl]methyl]pyrido[4,3-f]quinoxaline-2,3-dione methanesulfonate). RXN SMILES: [N+:1]([C:4]1[C:5]2[CH2:19][N:18]([CH2:20][C:21]3[CH:26]=[CH:25][C:24]([C:27]([F:30])([F:29])[F:28])=[CH:23][CH:22]=3)[CH2:17][CH2:16][C:6]=2[C:7]2[NH:8][C:9](=[O:15])[C:10](=[O:14])[NH:11][C:12]=2[CH:13]=1)([O-:3])=[O:2].[CH3:31][S:32]([OH:35])(=[O:34])=[O:33]>CN(C=O)C>[CH3:31][S:32]([OH:35])(=[O:34])=[O:33].[N+:1]([C:4]1[C:5]2[CH2:19][N:18]([CH2:20][C:21]3[CH:26]=[CH:25][C:24]([C:27]([F:30])([F:29])[F:28])=[CH:23][CH:22]=3)[CH2:17][CH2:16][C:6]=2[C:7]2[NH:8][C:9](=[O:15])[C:10](=[O:14])[NH:11][C:12]=2[CH:13]=1)([O-:3])=[O:2] |f:3.4|. The yield is 17.2%. Procedure details: A solution of the product from Example 27 (185 mg, 0.44 mmol) in DMF (3 mL) was treated with methane sulfonic acid (30 μL, 0.46 mmol) and stirred at room temperature for 40 hours. The solids were filtered off, washed with DMF and dried to give the first batch of the title compound (39 mg) as a grey solid. The filtrate was concentrated under vacuum, triturated with acetone. The precipitate was then filtered and dried to give the second batch of the title compound (104 mg) as a pale yellow solid, ... Starting materials: [N+](=O)([O-])C=1C2=C(C=3NC(C(NC3C1)=O)=O)CCN(C2)CC2=CC=C(C=C2)C(F)(F)F (1,4,7,8,9,10 Hexahydro-6-nitro-8-[[4-(trifluoromethyl)phenyl]methyl]pyrido[4,3-f]quinoxaline-2,3-dione), CS(=O)(=O)O (methane sulfonic acid). Run in CN(C)C=O (DMF). Run at time 40 hour.